From a dataset of the Open Reaction Database (ORD), a public repository of structured organic reaction records. describe an organic reaction: reactants, conditions, products, and yield Starting materials: C(C1=CC=CC=C1)OC(=O)N1C(CC(CC1)=O)C1=CC=C(C=C1)Cl.ClC1=CC=C(C=C1)C1CC2=C(CN1S(=O)(=O)C1=CC=C(C=C1)Cl)C=NN2 (6-(4-Chlorophenyl)-5-(4-chlorophenylsulfonyl)-4,5,6,7-tetrahydro-1H-pyrazolo[4,3-c]pyridine Benzyl 2-(4-chlorophenyl)-4-oxopiperidine-1-carboxylate), O.NN (hydrazine hydrate), N1CCC(CC1)=O (piperidin-4-one). Product: ClC1=CC=C(C=C1)C1CC2=C(CN1C(=O)OCC1=CC=CC=C1)C=NN2 (benzyl 6-(4-chlorophenyl)-6,7-dihydro-1H-pyrazolo[4,3-c]pyridine-5(4H)-carboxylate). RXN SMILES: [CH2:1]([O:8][C:9]([N:11]1[CH2:16][CH2:15][C:14](=O)[CH2:13][CH:12]1[C:18]1[CH:23]=[CH:22][C:21]([Cl:24])=[CH:20][CH:19]=1)=[O:10])[C:2]1[CH:7]=[CH:6][CH:5]=[CH:4][CH:3]=1.ClC1C=CC(C2N(S(C3C=CC(Cl)=CC=3)(=O)=O)CC3[CH:48]=[N:49][NH:50]C=3C2)=CC=1.O.NN.N1CCC(=O)CC1>>[Cl:24][C:21]1[CH:22]=[CH:23][C:18]([CH:12]2[N:11]([C:9]([O:8][CH2:1][C:2]3[CH:7]=[CH:6][CH:5]=[CH:4][CH:3]=3)=[O:10])[CH2:16][C:15]3[CH:48]=[N:49][NH:50][C:14]=3[CH2:13]2)=[CH:19][CH:20]=1 |f:0.1,2.3|. Reported procedure: 6-(4-Chlorophenyl)-5-(4-chlorophenylsulfonyl)-4,5,6,7-tetrahydro-1H-pyrazolo[4,3-c]pyridine Benzyl 2-(4-chlorophenyl)-4-oxopiperidine-1-carboxylate, 67, was formylated and treated with hydrazine hydrate as described for compounds 50 and 51 in Example 1 to give benzyl 6-(4-chlorophenyl)-6,7-dihydro-1H-pyrazolo[4,3-c]pyridine-5(4H)-carboxylate which was then deprotected and sulfonylated as described for compound 84 in Example 7.